Task: describe an organic reaction: reactants, conditions, products, and yield. Dataset: the Open Reaction Database (ORD), a public repository of structured organic reaction records The reactants are Cl.NCC(C)C1=CC=C(OCC(=O)O)C=C1 ((±)-4-(2-amino-1-methylethyl)phenoxyacetic acid hydrochloride), C([O-])([O-])=O.[Na+].[Na+] (sodium carbonate), ClC1=C(C=C(C=C1)Cl)S(=O)(=O)Cl (2,5-dichlorophenylsulfonyl chloride). The solvent is O (water). Run at temperature 80 celsius, time 3 hour. Product: ClC1=C(C=C(C=C1)Cl)S(=O)(=O)NCC(C)C1=CC=C(OCC(=O)O)C=C1 ((±)-4-[2-(2,5-dichlorophenyl)sulfonylamino-1-methylethyl)phenoxyacetic acid). RXN SMILES: Cl.[NH2:2][CH2:3][CH:4]([C:6]1[CH:16]=[CH:15][C:9]([O:10][CH2:11][C:12]([OH:14])=[O:13])=[CH:8][CH:7]=1)[CH3:5].C(=O)([O-])[O-].[Na+].[Na+].[Cl:23][C:24]1[CH:29]=[CH:28][C:27]([Cl:30])=[CH:26][C:25]=1[S:31](Cl)(=[O:33])=[O:32]>O>[Cl:23][C:24]1[CH:29]=[CH:28][C:27]([Cl:30])=[CH:26][C:25]=1[S:31]([NH:2][CH2:3][CH:4]([C:6]1[CH:16]=[CH:15][C:9]([O:10][CH2:11][C:12]([OH:14])=[O:13])=[CH:8][CH:7]=1)[CH3:5])(=[O:33])=[O:32] |f:0.1,2.3.4|. Procedure details: A mixture of 2.95 g of (±)-4-(2-amino-1-methylethyl)phenoxyacetic acid hydrochloride, 3.82 g of sodium carbonate, 30 ml of water and 3.1 g of 2,5-dichlorophenylsulfonyl chloride is stirred at 80° C. for 3 hours. The reaction mixture is treated in the same manner as described in Example 43, whereby (±)-4-[2-(2,5-dichlorophenyl)sulfonylamino-1-methylethyl)phenoxyacetic acid is obtained. Starting materials: C[C@H](C1=CC=C(C=C1)Cl)NC(=O)C=1OC2=C(C(C1)=O)C=C(C=C2)F ((-)-N-[(R)-α-Methyl-p-chlorobenzyl]-6-fluoro-4-oxo-4H-1-benzopyran-2-carboxamide). The reagents and catalysts are [Ni] (Raney nickel). Solvent: C(C)O (ethanol). Run at time 5 hour. Product: C[C@H](C1=CC=C(C=C1)Cl)NC(=O)C1OC2=C(C(C1)=O)C=C(C=C2)F ((+)-N-[(R)-α-Methyl-p-chlorobenzyl]-6-fluoro-3,4-dihydro-4-oxo-2H-1-benzopyran-2-carboxamide). As a reaction SMILES: [CH3:1][C@@H:2]([NH:10][C:11]([C:13]1[O:14][C:15]2[CH:23]=[CH:22][C:21]([F:24])=[CH:20][C:16]=2[C:17](=[O:19])[CH:18]=1)=[O:12])[C:3]1[CH:8]=[CH:7][C:6]([Cl:9])=[CH:5][CH:4]=1>[Ni].C(O)C>[CH3:1][C@@H:2]([NH:10][C:11]([CH:13]1[CH2:18][C:17](=[O:19])[C:16]2[CH:20]=[C:21]([F:24])[CH:22]=[CH:23][C:15]=2[O:14]1)=[O:12])[C:3]1[CH:4]=[CH:5][C:6]([Cl:9])=[CH:7][CH:8]=1. Procedure details: Raney nickel (400 mg) was added to a solution of (-)-N-[(R)-α-methyl-p-chlorobenzyl]-6-fluoro-4-oxo-4H-1-benzopyran-2-carboxamide (1.00 g, 2.89 mmol, obtained in Example 7) in ethanol (20 ml) and the mixture was hydrogenated for 5 hour at a temperature of 55°-60° C. under H2 atomosphere (4 kg/cm2) with stirring. It was determined that the (+)-isomer/(-)-isomer ratio of the reduction product was 2.7/1 (46% d.e.) by 1H-NMR analysis. Starting materials: COC(c1c(F)ccc(OCc2ccccc2)c1Cl)c1c[nH]c2ncccc12, CC[SiH](CC)CC, CC#N, O=C(O)C(F)(F)F. Product: Fc1ccc(OCc2ccccc2)c(Cl)c1Cc1c[nH]c2ncccc12. Reaction SMILES: [CH2:1]([c:2]1[cH:3][cH:4][cH:5][cH:6][cH:7]1)[O:8][c:9]1[c:10]([Cl:28])[c:11]([CH:16]([c:17]2[cH:18][nH:19][c:20]3[n:21][cH:22][cH:23][cH:24][c:25]23)[O:26][CH3:27])[c:12]([F:15])[cH:13][cH:14]1.[CH2:36]([SiH:37]([CH2:38][CH3:39])[CH2:40][CH3:41])[CH3:42].[CH3:43][C:44]#[N:45].[OH:29][C:30]([C:31]([F:32])([F:33])[F:34])=[O:35]>>[CH2:1]([c:2]1[cH:3][cH:4][cH:5][cH:6][cH:7]1)[O:8][c:9]1[c:10]([Cl:28])[c:11]([CH2:16][c:17]2[cH:18][nH:19][c:20]3[n:21][cH:22][cH:23][cH:24][c:25]23)[c:12]([F:15])[cH:13][cH:14]1. The reactants are ClC1=CC=C(C=N1)C(=O)Cl (6-chloropyrid-3-ylcarbonyl chloride), NC=1C=CC(=C(C1)NC(=O)C=1C=C2C=CC=NC2=CC1)C (N-(5-amino-2-methylphenyl)quinoline-6-carboxamide). Run in C(C)N(CC)CC (triethylamine). Reaction conditions: time 16 hour. The product is ClC1=CC=C(C=N1)C(=O)NC=1C=CC(=C(C1)NC(=O)C=1C=C2C=CC=NC2=CC1)C (N-[5-(6-chloropyrid-3-ylcarbonylamino)-2-methylphenyl]quinoline-6-carboxamide). As a reaction SMILES: [Cl:1][C:2]1[N:7]=[CH:6][C:5]([C:8](Cl)=[O:9])=[CH:4][CH:3]=1.[NH2:11][C:12]1[CH:13]=[CH:14][C:15]([CH3:31])=[C:16]([NH:18][C:19]([C:21]2[CH:22]=[C:23]3[C:28](=[CH:29][CH:30]=2)[N:27]=[CH:26][CH:25]=[CH:24]3)=[O:20])[CH:17]=1>C(N(CC)CC)C>[Cl:1][C:2]1[N:7]=[CH:6][C:5]([C:8]([NH:11][C:12]2[CH:13]=[CH:14][C:15]([CH3:31])=[C:16]([NH:18][C:19]([C:21]3[CH:22]=[C:23]4[C:28](=[CH:29][CH:30]=3)[N:27]=[CH:26][CH:25]=[CH:24]4)=[O:20])[CH:17]=2)=[O:9])=[CH:4][CH:3]=1. Procedure: Using an analogous procedure to that described in Example 4, 6-chloropyrid-3-ylcarbonyl chloride was reacted with N-(5-amino-2-methylphenyl)quinoline-6-carboxamide in the presence of triethylamine. The reaction mixture was stirred at ambient temperature for 16 hours and then evaporated. The residue was purified by column chromatography on silica using increasingly polar mixtures of methylene chloride and methanol as eluent. There was thus obtained the title compound; Mass Spectrum: M−H− 415. Reactants: P(=O)([O-])([O-])[O-] (phosphate), C(C)(=O)OCC (ethyl acetate), [N+](=O)([O-])C1=CC=C(COC(=O)C=2N3C(C([C@H]3SC2)(Br)C(C=2N=C3N(CC4=CC=CC=C34)C2)OC(C)=O)=O)C=C1 ((5R,6RS)-6-[(RS)-Acetoxy-(5H-imidazo[2,1-a]isoindol-2-yl)-methyl]-6-bromo-7-oxo-4-thia-1-aza-bicyclo[3.2.0]hept-2-ene-2-carboxylic acid 4-nitro-benzyl ester), [OH-].[Na+] (NaOH). The reagents and catalysts are [Zn] (Zn). Solvent: C1CCOC1 (THF), C(C)#N (acetonitrile). Reaction conditions: time 2 hour. Product: [Na+].N=1C(=CN2C1C1=CC=CC=C1C2)\C=C\2/C1SC=C(N1C2=O)C(=O)[O-] ((6Z)-6-(5H-Imidazo[2,1-a]isoindol-2-ylmethylene)-7-oxo-4-thia-1-aza-bicyclo[3.2.0]hept-2-ene-2-carboxylic acid sodium salt). Isolated yield 58.0%. Reaction SMILES: [N+](C1C=CC(C[O:9][C:10]([C:12]2[N:13]3[C@H:16]([S:17][CH:18]=2)[C:15]([CH:20](OC(=O)C)[C:21]2[N:22]=[C:23]4[C:31]5[C:26](=[CH:27][CH:28]=[CH:29][CH:30]=5)[CH2:25][N:24]4[CH:32]=2)(Br)[C:14]3=[O:37])=[O:11])=CC=1)([O-])=O.P([O-])([O-])([O-])=O.[OH-].[Na+:46].C(OCC)(=O)C>C1COCC1.C(#N)C.[Zn]>[Na+:46].[N:22]1[C:21](/[CH:20]=[C:15]2\[CH:16]3[N:13]([C:14]\2=[O:37])[C:12]([C:10]([O-:11])=[O:9])=[CH:18][S:17]3)=[CH:32][N:24]2[CH2:25][C:26]3[C:31](=[CH:30][CH:29]=[CH:28][CH:27]=3)[C:23]=12 |f:2.3,8.9|. Procedure details: (5R,6RS)-6-[(RS)-Acetoxy-(5H-imidazo[2,1-a]isoindol-2-yl)-methyl]-6-bromo-7-oxo-4-thia-1-aza-bicyclo[3.2.0]hept-2-ene-2-carboxylic acid 4-nitro-benzyl ester (1.5 g) was dissolved in THF (21 mL) and acetonitrile (9.8 mL). Freshly activated Zn dust (6 g) and 0.5 M phosphate buffer (pH 6.4, 30.8 mL) were added to the reaction mixture. The reaction vessel was covered with foil to exclude light. The mixture was vigorously stirred for 2 h at room temperature. The mixture was cooled to 9° C., and 1 M N...